Dataset: the Open Reaction Database (ORD), a public repository of structured organic reaction records. Task: describe an organic reaction: reactants, conditions, products, and yield The reactants are CCCN(CCC)CCC1CCCNC1, CCO, O=C1Nc2cccnc2N(C(=O)Cl)c2ccccc21. The product is CCCN(CCC)CCC1CCCN(C(=O)N2c3ccccc3C(=O)Nc3cccnc32)C1, Cl. RXN SMILES: [CH2:20]([CH2:21][CH3:22])[N:23]([CH2:24][CH2:25][CH:26]1[CH2:27][NH:28][CH2:29][CH2:30][CH2:31]1)[CH2:32][CH2:33][CH3:34].[CH3:35][CH2:36][OH:37].[Cl:1][C:2](=[O:3])[N:4]1[c:5]2[c:6]([cH:16][cH:17][cH:18][n:19]2)[NH:7][C:8](=[O:15])[c:9]2[c:10]1[cH:11][cH:12][cH:13][cH:14]2>>[C:2](=[O:3])([N:4]1[c:5]2[c:6]([cH:16][cH:17][cH:18][n:19]2)[NH:7][C:8](=[O:15])[c:9]2[c:10]1[cH:11][cH:12][cH:13][cH:14]2)[N:28]1[CH2:27][CH:26]([CH2:25][CH2:24][N:23]([CH2:20][CH2:21][CH3:22])[CH2:32][CH2:33][CH3:34])[CH2:31][CH2:30][CH2:29]1.[ClH:1]. Reactants: C(CC(=C)C)C1=C(C=C(C(=C1)OC)OC)O (2-isopentenyl-4,5-dimethoxyphenol), C(C)(=O)OC(C)=O (acetic anhydride). The solvent is N1=CC=CC=C1 (pyridine). Yields the product C(C)(=O)OC1=C(C=C(C(=C1)OC)OC)CCC(=C)C (2-isopentenyl-4,5-dimethoxyphenyl acetate). RXN SMILES: [CH2:1]([C:6]1[CH:11]=[C:10]([O:12][CH3:13])[C:9]([O:14][CH3:15])=[CH:8][C:7]=1[OH:16])[CH2:2][C:3]([CH3:5])=[CH2:4].[C:17](OC(=O)C)(=[O:19])[CH3:18]>N1C=CC=CC=1>[C:17]([O:16][C:7]1[CH:8]=[C:9]([O:14][CH3:15])[C:10]([O:12][CH3:13])=[CH:11][C:6]=1[CH2:1][CH2:2][C:3]([CH3:5])=[CH2:4])(=[O:19])[CH3:18]. Procedure details: 100 mg. of the phenol of Example 1 was combined with 2 ml. of pyridine and 1 ml. of acetic anhydride for one hour. The reaction mixture was extracted with ether and the ether extract washed sequentially with water, 1NHCl, water and saturated salt solution then dried over sodium sulfate. Upon evaporation 0.11 grams of the acetate was recovered. Starting materials: FC(C1=CC(=C2C=CNC2=C1)C1=CN=CO1)(F)F (5-(6-(trifluoromethyl)-1H-indol-4-yl)oxazole), [H-].[Na+] (sodium hydride), [Cl-].[NH4+] (ammonium chloride), C1(CC1)C(=O)Cl (cyclopropanecarbonyl chloride). Solvent: CN(C)C=O (DMF). Reaction conditions: time 20 minute. The product is C1(CC1)C(=O)N1C=CC2=C(C=C(C=C12)C(F)(F)F)C1=CN=CO1 (cyclopropyl(4-(1,3-oxazol-5-yl)-6-(trifluoromethyl)-1H-indol-1-yl)methanone). Reaction SMILES: [F:1][C:2]([F:18])([F:17])[C:3]1[CH:11]=[C:10]2[C:6]([CH:7]=[CH:8][NH:9]2)=[C:5]([C:12]2[O:16][CH:15]=[N:14][CH:13]=2)[CH:4]=1.[H-].[Na+].[CH:21]1([C:24](Cl)=[O:25])[CH2:23][CH2:22]1.[Cl-].[NH4+]>CN(C=O)C>[CH:21]1([C:24]([N:9]2[C:10]3[C:6](=[C:5]([C:12]4[O:16][CH:15]=[N:14][CH:13]=4)[CH:4]=[C:3]([C:2]([F:17])([F:1])[F:18])[CH:11]=3)[CH:7]=[CH:8]2)=[O:25])[CH2:23][CH2:22]1 |f:1.2,4.5|. Procedure: To a solution of 5-(6-(trifluoromethyl)-1H-indol-4-yl)oxazole (50.0 mg) in DMF (1 mL) was added 60% sodium hydride (9.52 mg) at 0° C., and the mixture was stirred for 20 min. To the reaction mixture was added cyclopropanecarbonyl chloride (22 μL) at 0° C., and the mixture was stirred for 3 hr, saturated aqueous ammonium chloride solution was added thereto, and the mixture was extracted with ethyl acetate. The extract was washed with water and saturated brine, and dried over anhydrous magnesium s... Reactants: N1C=CC2=CC=CC(=C12)NC1=C(C=NC=2N1N=CC2C(=O)O)C(=O)N2CCC(CC2)C2=CC=CC=C2 (7-(7-Indolylamino)-6-(4-phenylpiperidine-1-carbonyl)pyrazolo[1,5-a]pyrimidine-3-carboxylic acid), C(C)S(=O)(=O)N (ethanesulfonamide). Product: N1C=CC2=CC=CC(=C12)NC1=C(C=NC=2N1N=CC2C(=O)NS(=O)(=O)CC)C(=O)N2CCC(CC2)C2=CC=CC=C2 (N-[7-(7-Indolylamino)-6-(4-phenylpiperidine-1-carbonyl)pyrazolo[1,5-a]pyrimidine-3-carbonyl]ethanesulfonamide). Yield: 26.2%. Reaction SMILES: [NH:1]1[C:9]2[C:4](=[CH:5][CH:6]=[CH:7][C:8]=2[NH:10][C:11]2[N:16]3[N:17]=[CH:18][C:19]([C:20](O)=[O:21])=[C:15]3[N:14]=[CH:13][C:12]=2[C:23]([N:25]2[CH2:30][CH2:29][CH:28]([C:31]3[CH:36]=[CH:35][CH:34]=[CH:33][CH:32]=3)[CH2:27][CH2:26]2)=[O:24])[CH:3]=[CH:2]1.[CH2:37]([S:39]([NH2:42])(=[O:41])=[O:40])[CH3:38]>>[NH:1]1[C:9]2[C:4](=[CH:5][CH:6]=[CH:7][C:8]=2[NH:10][C:11]2[N:16]3[N:17]=[CH:18][C:19]([C:20]([NH:42][S:39]([CH2:37][CH3:38])(=[O:41])=[O:40])=[O:21])=[C:15]3[N:14]=[CH:13][C:12]=2[C:23]([N:25]2[CH2:30][CH2:29][CH:28]([C:31]3[CH:36]=[CH:35][CH:34]=[CH:33][CH:32]=3)[CH2:27][CH2:26]2)=[O:24])[CH:3]=[CH:2]1. Reported procedure: In the same manner as in Example 1, step 6 and using 7-(7-indolylamino)-6-(4-phenylpiperidine-1-carbonyl)pyrazolo[1,5-a]pyrimidine-3-carboxylic acid (0.05 g, 0.10 mmol) obtained in step 2 and ethanesulfonamide (0.080 g, 0.73 mmol), the title compound (0.015 g, 27%) was obtained. Starting materials: BrCCCBr, CN(C)C=O, [K], O=C1CNC(=O)N1. Yields the product O=C1CNC(=O)N1CCCBr. Reaction SMILES: [Br:9][CH2:10][CH2:11][CH2:12][Br:13].[CH3:14][N:15]([CH3:16])[CH:17]=[O:18].[K:1].[NH:2]1[C:3](=[O:8])[NH:4][C:5](=[O:7])[CH2:6]1>>[NH:2]1[C:3](=[O:8])[N:4]([CH2:12][CH2:11][CH2:10][Br:9])[C:5](=[O:7])[CH2:6]1. Reactants: C1CNCCN1, COc1ccccc1-c1nc(Cl)ns1, CN(C)C=O, O. Yields the product COc1ccccc1-c1nc(N2CCNCC2)ns1. RXN SMILES: [CH2:15]1[CH2:16][NH:17][CH2:18][CH2:19][NH:20]1.[Cl:1][c:2]1[n:3][s:4][c:5](-[c:7]2[c:8]([O:13][CH3:14])[cH:9][cH:10][cH:11][cH:12]2)[n:6]1.[O:21]=[CH:22][N:23]([CH3:24])[CH3:25].[OH2:26]>>[c:2]1([N:17]2[CH2:16][CH2:15][NH:20][CH2:19][CH2:18]2)[n:3][s:4][c:5](-[c:7]2[c:8]([O:13][CH3:14])[cH:9][cH:10][cH:11][cH:12]2)[n:6]1. Reactants: SC1=NC2=CC=CC=C2C(N1)=O (2-mercapto-4(3H)-quinazolinone), COC1=CC=C(C=C1)C1=CC=C(C=C1)S(=O)(=O)NC(C(=O)OC)CC1CO1 (methyl 2-[(4′-methoxy[1,1′-biphenyl]-4-yl)sulfonyl]amino-4,5-epoxypentanoate), compound 20. The product is COC1=CC=C(C=C1)C1=CC=C(C=C1)S(=O)(=O)NC(C(=O)O)CC(CSC1=NC2=CC=CC=C2C(N1)=O)O (2-[(4′-Methoxy[1,1′-biphenyl]-4-yl)sulfonyl]amino-4-hydroxy-5-[(4(3H)-quinazolinonyl)thio]-pentanoic acid). RXN SMILES: [SH:1][C:2]1[NH:11][C:10](=[O:12])[C:9]2[C:4](=[CH:5][CH:6]=[CH:7][CH:8]=2)[N:3]=1.[CH3:13][O:14][C:15]1[CH:20]=[CH:19][C:18]([C:21]2[CH:26]=[CH:25][C:24]([S:27]([NH:30][CH:31]([CH2:36][CH:37]3[O:39][CH2:38]3)[C:32]([O:34]C)=[O:33])(=[O:29])=[O:28])=[CH:23][CH:22]=2)=[CH:17][CH:16]=1>>[CH3:13][O:14][C:15]1[CH:16]=[CH:17][C:18]([C:21]2[CH:22]=[CH:23][C:24]([S:27]([NH:30][CH:31]([CH2:36][CH:37]([OH:39])[CH2:38][S:1][C:2]3[NH:11][C:10](=[O:12])[C:9]4[C:4](=[CH:5][CH:6]=[CH:7][CH:8]=4)[N:3]=3)[C:32]([OH:34])=[O:33])(=[O:28])=[O:29])=[CH:25][CH:26]=2)=[CH:19][CH:20]=1. Reported procedure: Example 24 is prepared from 2-mercapto-4(3H)-quinazolinone and 1d using the procedure described for compound 20.